This data is from the Open Reaction Database (ORD), a public repository of structured organic reaction records. The task is: describe an organic reaction: reactants, conditions, products, and yield The reactants are C(C)(=O)O.O[C@@H]1[C@]2(C)[C@@H](CC1)[C@@H]1[C@@H](CC3=CC(CC[C@@H]3[C@H]1CC2)=O)C (17β-hydroxy-7α-methylestr-4-en-3-one acetate), ice water. The solvent is CO (methanol), C[O-].[Na+] (sodium methoxide). Run at time 2 hour. Yields the product O[C@@H]1[C@]2(C)[C@@H](CC1)[C@@H]1[C@@H](CC3=CC(CC[C@@H]3[C@H]1CC2)=O)C (17β-hydroxy-7α-methylestr-4-en-3-one). RXN SMILES: C(O)(=O)C.[OH:5][C@H:6]1[CH2:11][CH2:10][C@H:9]2[C@H:12]3[C@H:21]([CH2:22][CH2:23][C@:7]12[CH3:8])[C@@H:20]1[C:15](=[CH:16][C:17](=[O:24])[CH2:18][CH2:19]1)[CH2:14][C@H:13]3[CH3:25]>CO.C[O-].[Na+]>[OH:5][C@H:6]1[CH2:11][CH2:10][C@H:9]2[C@H:12]3[C@H:21]([CH2:22][CH2:23][C@:7]12[CH3:8])[C@@H:20]1[C:15](=[CH:16][C:17](=[O:24])[CH2:18][CH2:19]1)[CH2:14][C@H:13]3[CH3:25] |f:0.1,3.4|. Procedure: The compound 17β-hydroxy-7α-methylestr-4-en-3-one acetate, prepared in accordance with the preceding Example, is dissolved in 400 ml of methanol containing 9.5 g of sodium methoxide. The yellow solution is stirred for 2 hours at room temperature under nitrogen and poured onto an ice-water mixture. The solid which forms is filtered and recrystallized from an acetone-hexane mixture to yield 11.3 g (two crops) of 17β-hydroxy-7α-methylestr-4-en-3-one having a melting point of 144°-6° C. Reactants: O (water), CC1(C=2C=CC(=CC2C(CC1)(C)C)C(=O)COC=1C=C(C(=O)OC)C=CC1C)C (methyl 3-[(5,6,7,8-tetrahydro-5,5,8,8-tetramethyl-2-naphthoyl)methyloxy]-4-methylbenzoate), C(C1=CC=CC=C1)(=O)OOC(C1=CC=CC=C1)=O (benzoyl peroxide), BrN1C(CCC1=O)=O (N-bromosuccinimide). Run in ClCCl (dichloromethane), C(Cl)(Cl)(Cl)Cl (carbon tetrachloride). The product is CC1(C=2C=CC(=CC2C(CC1)(C)C)C(=O)COC=1C=C(C(=O)OC)C=CC1CBr)C (methyl 3-[(5,6,7,8-tetrahydro-5,5,8,8-tetramethyl-2-naphthoyl)methyloxy]-4-bromomethylbenzoate). As a reaction SMILES: [CH3:1][C:2]1([CH3:29])[CH2:11][CH2:10][C:9]([CH3:13])([CH3:12])[C:8]2[CH:7]=[C:6]([C:14]([CH2:16][O:17][C:18]3[CH:19]=[C:20]([CH:25]=[CH:26][C:27]=3[CH3:28])[C:21]([O:23][CH3:24])=[O:22])=[O:15])[CH:5]=[CH:4][C:3]1=2.C(OOC(=O)C1C=CC=CC=1)(=O)C1C=CC=CC=1.[Br:48]N1C(=O)CCC1=O.O>C(Cl)(Cl)(Cl)Cl.ClCCl>[CH3:1][C:2]1([CH3:29])[CH2:11][CH2:10][C:9]([CH3:12])([CH3:13])[C:8]2[CH:7]=[C:6]([C:14]([CH2:16][O:17][C:18]3[CH:19]=[C:20]([CH:25]=[CH:26][C:27]=3[CH2:28][Br:48])[C:21]([O:23][CH3:24])=[O:22])=[O:15])[CH:5]=[CH:4][C:3]1=2. Reported procedure: A solution of methyl 3-[(5,6,7,8-tetrahydro-5,5,8,8-tetramethyl-2-naphthoyl)methyloxy]-4-methylbenzoate (7.02 g, 16.7 mmol), benzoyl peroxide (0.02 g) and N-bromosuccinimide (4.28 g, 24 mmol) in carbon tetrachloride (370 ml) was heated at reflux and irradiated with a 1000 W lamp for forty five minutes. 350 ml of water and 250 ml of dichloromethane were added. After separation of the phases once settling had taken place, the organic phase was washed twice with 350 ml of water and dried over magne... The reactants are C=CCBr, CC1CC(O)C2(C)CCC3C(CC=C4NC(=O)CCC43C)C12, Cl, [KH]. Yields the product C=C(C)OC1CC(C)C2C3CC=C4NC(=O)CCC4(C)C3CCC12C. Reaction SMILES: [CH2:24]([CH:25]=[CH2:26])[Br:27].[CH3:2][CH:3]1[CH2:4][CH:5]([OH:23])[C:6]2([CH3:7])[CH:8]1[CH:9]1[CH2:10][CH:11]=[C:12]3[NH:13][C:14](=[O:22])[CH2:15][CH2:16][C:17]3([CH3:18])[CH:19]1[CH2:20][CH2:21]2.[ClH:28].[KH:1]>>[CH3:2][CH:3]1[CH2:4][CH:5]([O:23][C:25](=[CH2:24])[CH3:26])[C:6]2([CH3:7])[CH:8]1[CH:9]1[CH2:10][CH:11]=[C:12]3[NH:13][C:14](=[O:22])[CH2:15][CH2:16][C:17]3([CH3:18])[CH:19]1[CH2:20][CH2:21]2. Reactants: C(CCC)C1=C(C=C2C=C(C(OC2=C1)C(F)(F)F)C(=O)O)Cl (7-butyl-6-chloro-2-(trifluoromethyl)-2H-chromene-3-carboxylic acid), 3F, 3F, C15H13ClF3O3, C1(=CC=CC2=CC=CC=C12)[C@@H](C)N ((R)-(+)-1-(1-naphthyl)ethylamine). Product: C(CCC)C1=C(C=C2C=C([C@H](OC2=C1)C(F)(F)F)C(=O)O)Cl ((2S)-7-butyl-6-chloro-2-(trifluoromethyl)-2H-chromene-3-carboxylic acid). RXN SMILES: [CH2:1]([C:5]1[CH:14]=[C:13]2[C:8]([CH:9]=[C:10]([C:19]([OH:21])=[O:20])[CH:11]([C:15]([F:18])([F:17])[F:16])[O:12]2)=[CH:7][C:6]=1[Cl:22])[CH2:2][CH2:3][CH3:4].C1([C@H](N)C)C2C(=CC=CC=2)C=CC=1>>[CH2:1]([C:5]1[CH:14]=[C:13]2[C:8]([CH:9]=[C:10]([C:19]([OH:21])=[O:20])[C@@H:11]([C:15]([F:16])([F:17])[F:18])[O:12]2)=[CH:7][C:6]=1[Cl:22])[CH2:2][CH2:3][CH3:4]. Procedure: A racemic mixture of the compound prepared in Example 9a, Step 5 was resolved by chiral separation using Chiralpak AD-spring column eluting with iPA/heptane/TFA=5/95/0.1 and detecting at 254 nm to give a S-enantiomer as peak 2 with retention time 7.83 min. ESHRMS m/z 333.0519 (M−H, C15H13ClF3O3 Calc'd 333.0500). 1HNMR (DMSO-d6/400 MHz), 13.13 (s, 1H), 7.79 (s, 1H), 7.56 (s, 1H), 7.00 (s, 1H), 5.89 (q, 1H, J=7.1 Hz), 2.62 (t, 2H, J=7.5 Hz), 1.50 (m, 2H), 1.30 (m, 2H), 0.860 (t, 3H, J=7.3 Hz): 19F... Starting materials: COc1ccc(Br)c(C=O)c1OC, N#CCC(=O)O, c1ccncc1, c1ccccc1. Yields the product COc1ccc(Br)c(C=C(C#N)C(=O)O)c1OC. RXN SMILES: [Br:1][c:2]1[cH:3][cH:4][c:5]([O:12][CH3:13])[c:6]([O:10][CH3:11])[c:7]1[CH:8]=[O:9].[C:14](#[N:15])[CH2:16][C:17](=[O:18])[OH:19].[cH:20]1[cH:21][cH:22][n:23][cH:24][cH:25]1.[cH:26]1[cH:27][cH:28][cH:29][cH:30][cH:31]1>>[Br:1][c:2]1[cH:3][cH:4][c:5]([O:12][CH3:13])[c:6]([O:10][CH3:11])[c:7]1[CH:8]=[C:16]([C:14]#[N:15])[C:17](=[O:18])[OH:19]. Starting materials: [Br-], CC(=O)Oc1ccc2ncc3c(c2c1)CCCC3, CCCC[N+](CCCC)(CCCC)CCCC, CCOCC, CO, [OH-]. Yields the product Oc1ccc2ncc3c(c2c1)CCCC3. RXN SMILES: [Br-:22].[C:1](=[O:2])([CH3:3])[O:4][c:5]1[cH:6][c:7]2[c:8]3[c:13]([cH:14][n:15][c:16]2[cH:17][cH:18]1)[CH2:12][CH2:11][CH2:10][CH2:9]3.[CH2:23]([N+:24]([CH2:25][CH2:26][CH2:27][CH3:28])([CH2:29][CH2:30][CH2:31][CH3:32])[CH2:33][CH2:34][CH2:35][CH3:36])[CH2:37][CH2:38][CH3:39].[CH2:40]([O:41][CH2:42][CH3:43])[CH3:44].[CH3:20][OH:21].[OH-:19]>>[OH:4][c:5]1[cH:6][c:7]2[c:8]3[c:13]([cH:14][n:15][c:16]2[cH:17][cH:18]1)[CH2:12][CH2:11][CH2:10][CH2:9]3. Run in C(C)(=O)OCC (ethyl acetate), CCCCCC (n-hexane), O1CCCC1 (tetrahydrofuran), O1CCCC1 (tetrahydrofuran). As a reaction SMILES: CC1(C)CC(C2C=CC=CN=2)C2C=C(C(O)=O)C=CC=2O1.C([Li])CCC.C(NC(C)C)(C)C.[CH2:34]([O:41][C:42]1[CH:43]=[CH:44][C:45]([CH3:49])=[N+:46]([O-:48])[CH:47]=1)[C:35]1[CH:40]=[CH:39][CH:38]=[CH:37][CH:36]=1.[C:50]([C:52]1[CH:66]=[CH:65][C:55]([O:56][C:57]([CH3:64])([CH3:63])[C:58](OCC)=[O:59])=[CH:54][CH:53]=1)#[N:51]>CCCCCC.O1CCCC1.C(OCC)(=O)C>[CH2:34]([O:41][C:42]1[CH:43]=[CH:44][C:45]([CH2:49][C:58](=[O:59])[C:57]([O:56][C:55]2[CH:65]=[CH:66][C:52]([C:50]#[N:51])=[CH:53][CH:54]=2)([CH3:64])[CH3:63])=[N+:46]([O-:48])[CH:47]=1)[C:35]1[CH:36]=[CH:37][CH:38]=[CH:39][CH:40]=1. Isolated yield 23.0%. Run at temperature -78 celsius. Yields the product C(C1=CC=CC=C1)OC=1C=CC(=[N+](C1)[O-])CC(C(C)(C)OC1=CC=C(C=C1)C#N)=O (5-benzyloxy-2-[3-(4-cyanophenoxy)-3-methyl-2-oxobutyl]pyridine N-oxide). Procedure details: The 5-benzyloxy-2-[3-(4-cyanophenoxy)-3-methyl-1-butenyl]pyridine N-oxide used as the starting material was prepared as follows: (A) 23.8 g of 4-cyanophenol in 150 ml of dimethylformamide were added dropwise to a stirred suspension of 6 g of 80% sodium hydride in 100 ml of dimethylformamide and the mixture was then stirred for a further 1 hour. 39 g of ethyl bromoisobutyrate were added dropwise and the mixture was heated to 100° C. for 76 hours. The solvents were removed by evaporation and the r... The reactants are CC1(OC2=C(C(C1)C1=NC=CC=C1)C=C(C=C2)C(=O)O)C ((-)-3,4-dihydro-2,2-dimethyl-4-(2-pyridyl)-2H-1-benzopyran-6-carboxylic acid), solution, C(CCC)[Li] (butyllithium), C(C)(C)NC(C)C (diisopropylamine), C(C1=CC=CC=C1)OC=1C=CC(=[N+](C1)[O-])C (5-benzyloxy-2-methylpyridine N-oxide), C(#N)C1=CC=C(OC(C(=O)OCC)(C)C)C=C1 (ethyl 2-(4-cyanophenoxy)-2-methylpropionate). Reactants: C(C)(CC)[Li] (s-Butyllithium), C(C)C1=C2C(NS(=O)(=O)C2=C(C=C1OC)OC)=O (4-ethyl-5,7-dimethoxysaccharin), CI (methyl iodide). Run in O1CCCC1 (tetrahydrofuran). Reaction conditions: time 15 minute. Yields the product C(C)C1=C2C(NS(=O)(=O)C2=C(C(=C1OC)C)OC)=O (4-ethyl-5,7-dimethoxy-6-methylsaccharin). Isolated yield 32.0%. As a reaction SMILES: [CH:1]([Li])(CC)C.[CH2:6]([C:8]1[C:18]([O:19][CH3:20])=[CH:17][C:16]([O:21][CH3:22])=[C:15]2[C:9]=1[C:10](=[O:23])[NH:11][S:12]2(=[O:14])=[O:13])[CH3:7].CI>O1CCCC1>[CH2:6]([C:8]1[C:18]([O:19][CH3:20])=[C:17]([CH3:1])[C:16]([O:21][CH3:22])=[C:15]2[C:9]=1[C:10](=[O:23])[NH:11][S:12]2(=[O:13])=[O:14])[CH3:7]. Procedure details: s-Butyllithium (0.87M in cyclohexane, 20.4 mL) was added dropwise during one hour with stirring at -78° C. to a solution of 4-ethyl-5,7-dimethoxysaccharin (Example 22L, 2.2 g) in tetrahydrofuran (100 mL). After continued stirring at -78° C. for one hour methyl iodide (1.5 mL) was added. Stirring was continued at -78° C. for 15 minutes, the temperature was allowed to rise to room temperature, and the mixture was quenched in water. Aqueous sodium hydroxide (0.5%, 200 mL) was added. The mixture was...